This data is from the Open Reaction Database (ORD), a public repository of structured organic reaction records. The task is: describe an organic reaction: reactants, conditions, products, and yield The reactants are BrC1=C(OC2CCN(CC2)CC2=CC=C(C=C2)C(C(F)(F)F)(C(F)(F)F)O)C=CC(=C1)[N+](=O)[O-] (2-(4-((4-(2-bromo-4-nitrophenoxy)piperidin-1-yl)methyl)phenyl)-1,1,1,3,3,3-hexafluoropropan-2-ol), Cl (hydrochloric acid). The reagents and catalysts are [Fe] (Iron). Solvent: ClCCl (dichloromethane), CC(C)O (2-propanol). The product is NC1=CC(=C(OC2CCN(CC2)CC2=CC=C(C=C2)C(C(F)(F)F)(C(F)(F)F)O)C=C1)Br (2-(4-((4-(4-Amino-2-bromophenoxy)piperidin-1-yl)methyl)phenyl)-1,1,1,3,3,3-hexafluoropropan-2-ol). The yield is 90.8%. Reaction SMILES: [Br:1][C:2]1[CH:31]=[C:30]([N+:32]([O-])=O)[CH:29]=[CH:28][C:3]=1[O:4][CH:5]1[CH2:10][CH2:9][N:8]([CH2:11][C:12]2[CH:17]=[CH:16][C:15]([C:18]([OH:27])([C:23]([F:26])([F:25])[F:24])[C:19]([F:22])([F:21])[F:20])=[CH:14][CH:13]=2)[CH2:7][CH2:6]1.Cl>CC(O)C.ClCCl.[Fe]>[NH2:32][C:30]1[CH:29]=[CH:28][C:3]([O:4][CH:5]2[CH2:10][CH2:9][N:8]([CH2:11][C:12]3[CH:13]=[CH:14][C:15]([C:18]([OH:27])([C:23]([F:26])([F:24])[F:25])[C:19]([F:20])([F:21])[F:22])=[CH:16][CH:17]=3)[CH2:7][CH2:6]2)=[C:2]([Br:1])[CH:31]=1. Procedure details: Iron (94 mmol, 5.24 g) (reduced powder) was added to a suspension 2-(4-((4-(2-bromo-4-nitrophenoxy)piperidin-1-yl)methyl)phenyl)-1,1,1,3,3,3-hexafluoropropan-2-ol (9.40 mmol, 5.24 g) in 2-propanol (100 mL) containing concentrated hydrochloric acid (1 mL) and the mixture refluxed for 4.5 hours. The mixture was cooled, diluted with dichloromethane and filtered through dicalite. The filtrate was washed with sodium carbonate solution, the organic phase dried over magnesium sulfate and concentrated u... Starting materials: C(C=C)N(C(OCC)=O)CC=O (ethyl N-allyl-N-(2-oxoethyl) -carbamate), C(C1=CC=CC=C1)NCC(=O)O (N-benzylglycine). Solvent: C1(=CC=CC=C1)C (toluene). The product is C(C1=CC=CC=C1)N1C2CN(CC2CC1)C(=O)OCC (Ethyl 2-benzyl-2,7-diazabicyclo[3.3.0]octane-7-carboxylate). RXN SMILES: [CH2:1]([N:4]([CH2:10][CH:11]=O)[C:5](=[O:9])[O:6][CH2:7][CH3:8])[CH:2]=[CH2:3].[CH2:13]([NH:20][CH2:21]C(O)=O)[C:14]1[CH:19]=[CH:18][CH:17]=[CH:16][CH:15]=1>C1(C)C=CC=CC=1>[CH2:13]([N:20]1[CH2:21][CH2:3][CH:2]2[CH:11]1[CH2:10][N:4]([C:5]([O:6][CH2:7][CH3:8])=[O:9])[CH2:1]2)[C:14]1[CH:19]=[CH:18][CH:17]=[CH:16][CH:15]=1. Procedure details: 42.8 g (0.25 mol) of ethyl N-allyl-N-(2-oxoethyl) -carbamate are heated under reflux overnight with 41.3 g (0.25 mol) of N-benzylglycine in 750 ml of toluene. The mixture is concentrated and the residue is distilled. Starting materials: COC(=O)C1OC(=O)N(C(=O)NCCCN2CCC(c3ccc(F)cc3)CC2)C1c1ccc(F)c(F)c1, Cl, [Li+], C1CCOC1, [OH-]. Yields the product O=C(O)C1OC(=O)N(C(=O)NCCCN2CCC(c3ccc(F)cc3)CC2)C1c1ccc(F)c(F)c1. As a reaction SMILES: [CH3:2][O:3][C:4](=[O:5])[CH:6]1[CH:7]([c:31]2[cH:32][c:33]([F:38])[c:34]([F:37])[cH:35][cH:36]2)[N:8]([C:12]([NH:13][CH2:14][CH2:15][CH2:16][N:17]2[CH2:18][CH2:19][CH:20]([c:23]3[cH:24][cH:25][c:26]([F:29])[cH:27][cH:28]3)[CH2:21][CH2:22]2)=[O:30])[C:9](=[O:11])[O:10]1.[ClH:1].[Li+:39].[O:41]1[CH2:42][CH2:43][CH2:44][CH2:45]1.[OH-:40]>>[O:3]=[C:4]([OH:5])[CH:6]1[CH:7]([c:31]2[cH:32][c:33]([F:38])[c:34]([F:37])[cH:35][cH:36]2)[N:8]([C:12]([NH:13][CH2:14][CH2:15][CH2:16][N:17]2[CH2:18][CH2:19][CH:20]([c:23]3[cH:24][cH:25][c:26]([F:29])[cH:27][cH:28]3)[CH2:21][CH2:22]2)=[O:30])[C:9](=[O:11])[O:10]1.